From a dataset of the Open Reaction Database (ORD), a public repository of structured organic reaction records. describe an organic reaction: reactants, conditions, products, and yield The reactants are C(CCC)NC(OCC#C)=O (propargyl butylcarbamate), [OH-].[Na+] (sodium hydroxide), [I-].[Na+] (sodium iodide), ClCl (Chlorine). Solvent: O (water), O (water), CO (methanol). Reaction conditions: time 1 hour. Yields the product C(CCC)NC(OCC#CI)=O (3-iodo-2-propynyl N-butylcarbamate). The yield is 84.9%. As a reaction SMILES: [CH2:1]([NH:5][C:6](=[O:11])[O:7][CH2:8][C:9]#[CH:10])[CH2:2][CH2:3][CH3:4].[OH-].[Na+].[I-:14].[Na+].ClCl>O.CO>[CH2:1]([NH:5][C:6](=[O:11])[O:7][CH2:8][C:9]#[C:10][I:14])[CH2:2][CH2:3][CH3:4] |f:1.2,3.4|. Reported procedure: At 5° C., 19.0 g of propargyl butylcarbamate (0.122 mol), 12.2 g of sodium hydroxide (0.305 mol) and 18.5 g of sodium iodide (0.123 mol) are introduced as initial charge in 50 g of water and 48 g of methanol. Chlorine (11.7 g, 0.165 mmol) is then slowly introduced so that the temperature remains below 5° C. When the metered addition is complete, the mixture is stirred at this temperature for 1 h, then slowly heated to room temperature and stirred for 1 hour. After adding 100 g of water, the prec... The reactants are CN1C(N(C(C=C1N1CCN(CCC1)C1=C(C=CC=C1)[N+](=O)[O-])=O)C)=O (1,3-dimethyl-6-[4-(nitrophenyl)homopiperazin-1-yl]-2,4(1H,3H)-pyrimidinedione), CN1C(N(C(C=C1N1CCN(CCC1)C1=C(C=CC=C1)[N+](=O)[O-])=O)C)=O (1,3-dimethyl-6-[4-(nitrophenyl)homopiperazin-1-yl]-2,4(1H,3H)-pyrimidinedione), OCCNCCCC1=CC(=C(C=C1)[N+](=O)[O-])OC (N-(2-hydroxyethyl)-3-(3-methoxy-4-nitrophenyl)propylamine), O.C1(=CC=C(C=C1)S(=O)(=O)O)C (p-toluenesulfonic acid monohydrate), C(Cl)(Cl)Cl.CO (chloroform methanol). Solvent: C(C)#N (acetonitrile). The product is C(C(=O)O)(=O)O.CN1C(N(C(C=C1NCCN(CCO)CCCC1=CC(=C(C=C1)[N+](=O)[O-])OC)=O)C)=O (1,3-dimethyl-6-{2-[N-(2-hydroxyethyl)-3-(3-methoxy-4-nitrophenyl)propylamino]ethylamino}-2,4(1H,3H)-pyrimidinedione oxalate). Reaction SMILES: [CH3:1][N:2]1[C:7]([N:8]2CCCN(C3C=CC=CC=3[N+]([O-])=O)[CH2:10][CH2:9]2)=[CH:6][C:5](=[O:24])[N:4]([CH3:25])[C:3]1=[O:26].[OH:27][CH2:28][CH2:29][NH:30][CH2:31][CH2:32][CH2:33][C:34]1[CH:39]=[CH:38][C:37]([N+:40]([O-:42])=[O:41])=[C:36]([O:43][CH3:44])[CH:35]=1.[OH2:45].C1(C)C=CC(S(O)(=O)=O)=CC=1.C(Cl)(Cl)Cl.[CH3:61][OH:62]>C(#N)C>[C:3]([OH:26])(=[O:27])[C:61]([OH:62])=[O:45].[CH3:1][N:2]1[C:7]([NH:8][CH2:9][CH2:10][N:30]([CH2:31][CH2:32][CH2:33][C:34]2[CH:39]=[CH:38][C:37]([N+:40]([O-:42])=[O:41])=[C:36]([O:43][CH3:44])[CH:35]=2)[CH2:29][CH2:28][OH:27])=[CH:6][C:5](=[O:24])[N:4]([CH3:25])[C:3]1=[O:26] |f:2.3,4.5,7.8|. Procedure details: 6-(1-aziridinyl)-1,3-dimethyl-2,4(1H,3H)-pyrimidinedione (compound 6) (0.45 g), 0.7 g of N-(2-hydroxyethyl)-3-(3-methoxy-4-nitrophenyl)propylamine and 50 mg of p-toluenesulfonic acid monohydrate was dissolved in 25 ml of acetonitrile and then the solvent was removed in vacuo. The resultant oil was allowed to react at 80° C. for 3 hours and then subjected to silica gel column chromatograph (chloroform/methanol=40/1, v/v) for purification; thereby 0.38 g of an oil, 1,3-dimethyl-6-{2-[N-(2-hydroxet... The reactants are [N+](=O)([O-])C=1C=C(C=CC1)C(=O)C1=CC=C(C=C1)OC (4-methoxyphenyl 3-nitrophenyl ketone), Cl.FC=1C=C(C=CC1)[C@@H](C)N ((R)-1-(3-fluorophenyl)ethylamine hydrochloride). The product is 15.11, FC=1C=C(C=CC1)[C@@H](C)NC(C1=CC(=CC=C1)[N+](=O)[O-])C1=CC=C(C=C1)OC (N-[(R)-1-(3-Fluorophenyl)ethyl]-N-[(4-methoxyphenyl)-(3-nitrophenyl)methyl]amine). Reaction SMILES: [N+:1]([C:4]1[CH:5]=[C:6]([C:10]([C:12]2[CH:17]=[CH:16][C:15]([O:18][CH3:19])=[CH:14][CH:13]=2)=O)[CH:7]=[CH:8][CH:9]=1)([O-:3])=[O:2].Cl.[F:21][C:22]1[CH:23]=[C:24]([C@H:28]([NH2:30])[CH3:29])[CH:25]=[CH:26][CH:27]=1>>[F:21][C:22]1[CH:23]=[C:24]([C@H:28]([NH:30][CH:10]([C:12]2[CH:17]=[CH:16][C:15]([O:18][CH3:19])=[CH:14][CH:13]=2)[C:6]2[CH:7]=[CH:8][CH:9]=[C:4]([N+:1]([O-:3])=[O:2])[CH:5]=2)[CH3:29])[CH:25]=[CH:26][CH:27]=1 |f:1.2|. Procedure details: Following a similar procedure to that described in Example (1a), 11.16 g of 4-methoxyphenyl 3-nitrophenyl ketone and 7.62 g of (R)-1-(3-fluorophenyl)ethylamine hydrochloride were reacted, to obtain 15.11 of the title compound as a pale yellow oil. Starting materials: O=CC1CCN(Cc2ccccc2)CC1, CO, C[O-], [Na+], C1CCOC1, O=C1CCc2cc(Nc3ncnc4c3CCC4)ccc21. The product is O=C1C(=CC2CCN(Cc3ccccc3)CC2)Cc2cc(Nc3ncnc4c3CCC4)ccc21. As a reaction SMILES: [CH2:26]([c:27]1[cH:28][cH:29][cH:30][cH:31][cH:32]1)[N:33]1[CH2:34][CH2:35][CH:36]([CH:39]=[O:40])[CH2:37][CH2:38]1.[CH3:1][OH:2].[CH3:3][O-:4].[Na+:5].[O:41]1[CH2:42][CH2:43][CH2:44][CH2:45]1.[O:6]=[C:7]1[CH2:8][CH2:9][c:10]2[cH:11][c:12]([NH:16][c:17]3[c:18]4[c:19]([n:20][cH:21][n:22]3)[CH2:23][CH2:24][CH2:25]4)[cH:13][cH:14][c:15]21>>[O:6]=[C:7]1[C:8](=[CH:39][CH:36]2[CH2:35][CH2:34][N:33]([CH2:26][c:27]3[cH:28][cH:29][cH:30][cH:31][cH:32]3)[CH2:38][CH2:37]2)[CH2:9][c:10]2[cH:11][c:12]([NH:16][c:17]3[c:18]4[c:19]([n:20][cH:21][n:22]3)[CH2:23][CH2:24][CH2:25]4)[cH:13][cH:14][c:15]21.